This data is from the Open Reaction Database (ORD), a public repository of structured organic reaction records. The task is: describe an organic reaction: reactants, conditions, products, and yield Reactants: O[C@H]1C[C@@H]2CC[C@H]3[C@@H]4CC[C@H](C(CN5CCOCC5)=O)[C@]4(CC([C@@H]3[C@]2(CC1)C)=O)C (3α-Hydroxy-21-morpholino-5α-pregnane-11,20-dione), C(CC(O)(C(=O)O)CC(=O)O)(=O)O (citric acid), [OH-].[Na+] (sodium hydroxide). Run in C(C)O (ethanol). The product is C(CC(O)(C(=O)O)CC(=O)O)(=O)O.O[C@H]1C[C@@H]2CC[C@H]3[C@@H]4CC[C@H](C(CN5CCOCC5)=O)[C@]4(CC([C@@H]3[C@]2(CC1)C)=O)C (3α-Hydroxy-21-morpholino-5α-pregnane-11,20-dione citrate). As a reaction SMILES: [OH:1][C@@H:2]1[CH2:27][CH2:26][C@@:25]2([CH3:28])[C@@H:4]([CH2:5][CH2:6][C@@H:7]3[C@@H:24]2[C:23](=[O:29])[CH2:22][C@@:21]2([CH3:30])[C@H:8]3[CH2:9][CH2:10][C@@H:11]2[C:12](=[O:20])[CH2:13][N:14]2[CH2:19][CH2:18][O:17][CH2:16][CH2:15]2)[CH2:3]1.[C:31]([OH:43])(=[O:42])[CH2:32][C:33]([CH2:38][C:39]([OH:41])=[O:40])([C:35]([OH:37])=[O:36])[OH:34].[OH-].[Na+]>C(O)C>[C:31]([OH:43])(=[O:42])[CH2:32][C:33]([CH2:38][C:39]([OH:41])=[O:40])([C:35]([OH:37])=[O:36])[OH:34].[OH:1][C@@H:2]1[CH2:27][CH2:26][C@@:25]2([CH3:28])[C@@H:4]([CH2:5][CH2:6][C@@H:7]3[C@@H:24]2[C:23](=[O:29])[CH2:22][C@@:21]2([CH3:30])[C@H:8]3[CH2:9][CH2:10][C@@H:11]2[C:12](=[O:20])[CH2:13][N:14]2[CH2:15][CH2:16][O:17][CH2:18][CH2:19]2)[CH2:3]1 |f:2.3,5.6|. Reported procedure: 3α-Hydroxy-21-morpholino-5α-pregnane-11,20-dione (500 mg) in ethanol (60 ml) was treated with N/10 aqueous citric acid (12 ml) and the mixture was evaporated to dryness. The residue was dried in vacuo to constant weight and the resultant solid dissolved in water (30 ml). The solution was filtered and the solid collected (1 mg) and discarded. Water was added to the filtrate until a concentration of 10 mg/ml with respect to steroid was obtained. The pH of this solution was 3.4. 2N-Aqueous sodium h... Reactants: BrC1=CC=C(SCC(=C)Cl)C=C1 (3-(4-bromothiophenoxy)-2-chloro-1-propene), C(C)N(C1=CC=CC=C1)CC (N,N-diethylaniline). Solvent: CCOCC (ether). The product is BrC=1C=CC2=C(C=C(S2)C)C1 (5-Bromo-2-methylbenzthiophene). The yield is 46.0%. As a reaction SMILES: [Br:1][C:2]1[CH:12]=[CH:11][C:5]([S:6][CH2:7][C:8](Cl)=C)=[CH:4][CH:3]=1.[CH2:13](N(CC)C1C=CC=CC=1)C>CCOCC>[Br:1][C:2]1[CH:3]=[CH:4][C:5]2[S:6][C:7]([CH3:8])=[CH:13][C:11]=2[CH:12]=1. Reported procedure: According to the procedure of W. K. Anderson, J. Chem. Soc., Perkin, 1, 1 (1976), a mixture of 3-(4-bromothiophenoxy)-2-chloro-1-propene (37.4 g, 0.142 mol) and N,N-diethylaniline (180 mL) was heated to 210°-215° C. for 2 days, cooled, and diluted with ether. The ethereal layer was washed with 10% HCl (3×200 mL), dried (MgSO4), and concentrated. Purification by column chromatography (eluant: hexane) gave 15.0 g (46%) of product as a white solid. Starting materials: N1C(=NC2=C1C=CC=C2)CC(=O)NC2=C(C=NN2)C#N (2-(1H-Benzimidazol-2-yl)-N-(4-cyano-1H-pyrazol-5-yl)acetamide), C[O-].[Na+] (NaOMe). The solvent is O (H2O). Yields the product NC=1C2=C(NC(C1C1=NC3=C(N1)C=CC=C3)=O)NN=C2 (4-Amino-5-(1H-benzimidazol-2-yl)-1,7-dihydro-6H-pyrazolo[3,4-b]pyridin-6-one). RXN SMILES: [NH:1]1[C:5]2[CH:6]=[CH:7][CH:8]=[CH:9][C:4]=2[N:3]=[C:2]1[CH2:10][C:11]([NH:13][C:14]1[NH:18][N:17]=[CH:16][C:15]=1[C:19]#[N:20])=[O:12].C[O-].[Na+]>O>[NH2:20][C:19]1[C:15]2[CH:16]=[N:17][NH:18][C:14]=2[NH:13][C:11](=[O:12])[C:10]=1[C:2]1[NH:1][C:5]2[CH:6]=[CH:7][CH:8]=[CH:9][C:4]=2[N:3]=1 |f:1.2|. Procedure: 2-(1H-Benzimidazol-2-yl)-N-(4-cyano-1H-pyrazol-5-yl)acetamide (1.0 eq) was heated in NaOMe (20 eq, 0.5 M in MeOH) at 100° C. for 2 days. H2O was added, and the mixture was extracted with EtOAc. The organic layer was washed with H2O and brine, dried over Na2SO4, filtered, and concentrated in vacuo to yield a solid. The material was purified by reverse phase HPLC. LC/MS m/z 267.1 (MH+), Rt 1.57 minutes. Starting materials: C1=CC=CC=2SC3=CC=CC=C3N(C12)CCOC1=CC=C(C=C1)CC(C(=O)OC)OCC ((±) Methyl 3-[4-[2-(phenothiazin-10-yl)ethoxy]phenyl]-2-ethoxypropanoate), [OH-].[Na+] (sodium hydroxide). Solvent: CO (methanol). Run at temperature 25 celsius, time 3 hour. Yields the product C1=CC=CC=2SC3=CC=CC=C3N(C12)CCOC1=CC=C(C=C1)CC(C(=O)O)OCC ((±) 3-[4-[2-(Phenothiazin-10-yl)ethoxy]phenyl]-2-ethoxypropanoic acid). Isolated yield 82.5%. Reaction SMILES: [CH:1]1[C:14]2[N:13]([CH2:15][CH2:16][O:17][C:18]3[CH:23]=[CH:22][C:21]([CH2:24][CH:25]([O:30][CH2:31][CH3:32])[C:26]([O:28]C)=[O:27])=[CH:20][CH:19]=3)[C:12]3[C:7](=[CH:8][CH:9]=[CH:10][CH:11]=3)[S:6][C:5]=2[CH:4]=[CH:3][CH:2]=1.[OH-].[Na+]>CO>[CH:1]1[C:14]2[N:13]([CH2:15][CH2:16][O:17][C:18]3[CH:19]=[CH:20][C:21]([CH2:24][CH:25]([O:30][CH2:31][CH3:32])[C:26]([OH:28])=[O:27])=[CH:22][CH:23]=3)[C:12]3[C:7](=[CH:8][CH:9]=[CH:10][CH:11]=3)[S:6][C:5]=2[CH:4]=[CH:3][CH:2]=1 |f:1.2|. Procedure: To a solution of (±) methyl 3-[4-[2-(phenothiazin-10-yl)ethoxy]phenyl]-2-ethoxypropanoate (7.5 g, 16.70 mmol) obtained in example 4 in methanol (50 mL) was added aqueous 10% sodium hydroxide (20 mL). The reaction mixture was stirred at ca. 25° C. for 3 h. The solvent was removed under reduced pressure and the residue was acidified with 2 N hydrochloric acid, extracted with ethyl acetate (2×100 mL). The combined ethyl acetate extract was washed with water (50 mL), brine (50 mL), dried (Na2SO4), f...